This data is from the Open Reaction Database (ORD), a public repository of structured organic reaction records. The task is: describe an organic reaction: reactants, conditions, products, and yield Starting materials: BrC1=CC=C(C(=N1)C(NC)=O)NC1=NC(=NC=C1C(F)(F)F)NC1=C(C=C(CP(OCC)(O[C@H](C)CCN2N=CC(=C2)B2OC(C(O2)(C)C)(C)C)=O)C=C1)OC (ethyl (2R)-4-[4-(4,4,5,5-tetramethyl-1,3,2-dioxaborolan-2-yl)-1H-pyrazol-1-yl]butan-2-yl (4-{[4-{[6-bromo-2-(methylcarbamoyl)pyridin-3-yl]amino}-5-(trifluoromethyl)pyrimidin-2-yl]amino}-3-methoxybenzyl)phosphonate), CC(CO)(CN1N=CC(=C1)B1OC(C(O1)(C)C)(C)C)C (2,2-dimethyl-3-[4-(4,4,5,5-tetramethyl-1,3,2-dioxaborolan-2-yl)-1H-pyrazol-1-yl]propan-1-ol), CC(CO)(CN1N=CC(=C1)B1OC(C(O1)(C)C)(C)C)C (2,2-dimethyl-3-[4-(4,4,5,5-tetramethyl-1,3,2-dioxaborolan-2-yl)-1H-pyrazol-1-yl]propan-1-ol), BrC1=CC=C(C(=N1)C(NC)=O)NC1=NC(=NC=C1C(F)(F)F)NC1=C(C=C(CP(OC(C)C)(O)=O)C=C1)OC (propan-2-yl hydrogen (4-{[4-{[6-bromo-2-(methylcarbamoyl)pyridin-3-yl]amino}-5-(trifluoromethyl)pyrimidin-2-yl]amino}-3-methoxybenzyl)phosphonate), BrC1=CC=C(C(=N1)C(NC)=O)NC1=NC(=NC=C1C(F)(F)F)NC1=C(C=C(CP(OC(C)C)(O)=O)C=C1)OC (propan-2-yl hydrogen (4-{[4-{[6-bromo-2-(methylcarbamoyl)pyridin-3-yl]amino}-5-(trifluoromethyl)pyrimidin-2-yl]amino}-3-methoxybenzyl)phosphonate). The product is BrC1=CC=C(C(=N1)C(NC)=O)NC1=NC(=NC=C1C(F)(F)F)NC1=C(C=C(CP(OCC(CN2N=CC(=C2)B2OC(C(O2)(C)C)(C)C)(C)C)(OC(C)C)=O)C=C1)OC (2,2-dimethyl-3-[4-(4,4,5,5-tetramethyl-1,3,2-dioxaborolan-2-yl)-1H-pyrazol-1-yl]propyl propan-2-yl (4-{[4-{[6-bromo-2-(methylcarbamoyl)pyridin-3-yl]amino}-5-(trifluoromethyl)pyrimidin-2-yl]amino}-3-methoxybenzyl)phosphonate). Yield: 39.8%. As a reaction SMILES: BrC1N=C(C(=O)NC)C(NC2C(C(F)(F)F)=CN=C(NC3C=CC(CP(=O)(O[C@@H](CCN4C=C(B5OC(C)(C)C(C)(C)O5)C=N4)C)OCC)=CC=3OC)N=2)=CC=1.[Br:57][C:58]1[N:63]=[C:62]([C:64](=[O:67])[NH:65][CH3:66])[C:61]([NH:68][C:69]2[C:74]([C:75]([F:78])([F:77])[F:76])=[CH:73][N:72]=[C:71]([NH:79][C:80]3[CH:93]=[CH:92][C:83]([CH2:84][P:85](=[O:91])([OH:90])[O:86][CH:87]([CH3:89])[CH3:88])=[CH:82][C:81]=3[O:94][CH3:95])[N:70]=2)=[CH:60][CH:59]=1.[CH3:96][C:97]([CH3:115])([CH2:100][N:101]1[CH:105]=[C:104]([B:106]2[O:110][C:109]([CH3:112])([CH3:111])[C:108]([CH3:114])([CH3:113])[O:107]2)[CH:103]=[N:102]1)[CH2:98]O>>[Br:57][C:58]1[N:63]=[C:62]([C:64](=[O:67])[NH:65][CH3:66])[C:61]([NH:68][C:69]2[C:74]([C:75]([F:78])([F:76])[F:77])=[CH:73][N:72]=[C:71]([NH:79][C:80]3[CH:93]=[CH:92][C:83]([CH2:84][P:85](=[O:90])([O:86][CH:87]([CH3:88])[CH3:89])[O:91][CH2:96][C:97]([CH3:115])([CH3:98])[CH2:100][N:101]4[CH:105]=[C:104]([B:106]5[O:110][C:109]([CH3:112])([CH3:111])[C:108]([CH3:114])([CH3:113])[O:107]5)[CH:103]=[N:102]4)=[CH:82][C:81]=3[O:94][CH3:95])[N:70]=2)=[CH:60][CH:59]=1. Procedure details: Racemic Compound 73A was prepared analogously to Compound 69A by using propan-2-yl hydrogen (4-{[4-{[6-bromo-2-(methylcarbamoyl)pyridin-3-yl]amino}-5-(trifluoromethyl)pyrimidin-2-yl]amino}-3-methoxybenzyl)phosphonate (Compound 72B, 265 mg, 0.418 mmol) and 2,2-dimethyl-3-[4-(4,4,5,5-tetramethyl-1,3,2-dioxaborolan-2-yl)-1H-pyrazol-1-yl]propan-1-ol (Compound 47B, 117 mg, 0.418 mmol) to afford 149 mg of the title compound (40%). MS (ESI): m/z=895.81/897.83 [M+H]+. UPLC: tR=1.77 min (UPLC-TOF: polar—... The reactants are BrC1=CC=C(C=C1)O (4-bromophenol), CC1=CC=C(C=C1)S(=O)(=O)O[C@H]1COCC1 ((R)-tetrahydrofuran-3-yl 4-methylbenzenesulfonate), C(=O)([O-])[O-].[K+].[K+] (K2CO3). Run in CN(C)C=O (DMF), C(C)(=O)OCC (ethyl acetate). Run at temperature 85 celsius. The product is BrC1=CC=C(O[C@@H]2COCC2)C=C1 ((S)-3-(4-bromophenoxy)-tetrahydrofuran). Yield: 29.9%. RXN SMILES: [Br:1][C:2]1[CH:7]=[CH:6][C:5]([OH:8])=[CH:4][CH:3]=1.CC1C=CC(S(O[C@@H:20]2[CH2:24][CH2:23][O:22][CH2:21]2)(=O)=O)=CC=1.C([O-])([O-])=O.[K+].[K+]>CN(C=O)C.C(OCC)(=O)C>[Br:1][C:2]1[CH:7]=[CH:6][C:5]([O:8][C@H:20]2[CH2:24][CH2:23][O:22][CH2:21]2)=[CH:4][CH:3]=1 |f:2.3.4|. Reported procedure: A mixture of 4-bromophenol (1.8 g, 10.5 mmole), (R)-tetrahydrofuran-3-yl 4-methylbenzenesulfonate (2.3 g, 9.5 mmole) and K2CO3 (4.0 g, 29 mmole) in DMF (15 mL) was heated at 85° C. for 15 h. The reaction mixture was diluted with ethyl acetate, washed with water, dried over MgSO4, filtered, and concentrated under vacuum. The crude product was purified by ISCO (silica gel, eluting with 5% ethyl acetate in hexane) to give the title compound (690 mg). MS (ESI) m/z: Found: 244.3 (M++1). Calc. 243.1 (... The reactants are CN1CC=2N(C3=C(C1=O)C=CC=C3)C=NC2C(=O)OCC (ethyl 5,6-dihydro-5-methyl-6-oxo-4H-imidazo[1,5-a][1,4]benzodiazepine-3-carboxylate), [C-]#N.[K+] (potassium cyanide), C(CO)O (ethyleneglycol). Solvent: C(Cl)(Cl)Cl (chloroform). Conditions: temperature 130 celsius, time 6 hour. Yields the product OCCOC(=O)C=1N=CN2C1CN(C(C1=C2C=CC=C1)=O)C (2-hydroxyethyl-5,6-dihydro-5-methyl-6-oxo-4H-imidazo[1,5-a][1,4]benzodiazepine-3-carboxylate). As a reaction SMILES: [CH3:1][N:2]1[C:8](=[O:9])[C:7]2[CH:10]=[CH:11][CH:12]=[CH:13][C:6]=2[N:5]2[CH:14]=[N:15][C:16]([C:17]([O:19][CH2:20][CH3:21])=[O:18])=[C:4]2[CH2:3]1.[C-]#N.[K+].C(O)C[OH:27]>C(Cl)(Cl)Cl>[OH:27][CH2:21][CH2:20][O:19][C:17]([C:16]1[N:15]=[CH:14][N:5]2[C:6]3[CH:13]=[CH:12][CH:11]=[CH:10][C:7]=3[C:8](=[O:9])[N:2]([CH3:1])[CH2:3][C:4]=12)=[O:18] |f:1.2|. Reported procedure: A mixture of 1.42 g (5 mmol) of ethyl 5,6-dihydro-5-methyl-6-oxo-4H-imidazo[1,5-a][1,4]benzodiazepine-3-carboxylate, 100 mg of potassium cyanide and 10 ml of ethyleneglycol is stirred at 130° C. for 6 hours, subsequently diluted with chloroform, washed with water, dried over magnesium sulphate and evaporated. After recrystallisation of the residue from ethyl acetate, there is obtained 2-hydroxyethyl-5,6-dihydro-5-methyl-6-oxo-4H-imidazo[1,5-a][1,4]benzodiazepine-3-carboxylate of melting point 22... The reactants are Cc1cc(Br)cc(C)c1S, C1CCOC1, C[Si](C)(C)[N-][Si](C)(C)C, Cc1nc(Cl)nc(Cl)c1[N+](=O)[O-], [Li+]. The product is Cc1cc(Br)cc(C)c1Sc1nc(Cl)nc(C)c1[N+](=O)[O-]. Reaction SMILES: [Br:11][c:12]1[cH:13][c:14]([CH3:20])[c:15]([SH:19])[c:16]([CH3:18])[cH:17]1.[CH2:33]1[O:34][CH2:35][CH2:36][CH2:37]1.[CH3:2][Si:3]([N-:4][Si:5]([CH3:6])([CH3:7])[CH3:8])([CH3:9])[CH3:10].[Cl:21][c:22]1[n:23][c:24]([Cl:32])[c:25]([N+:29](=[O:30])[O-:31])[c:26]([CH3:28])[n:27]1.[Li+:1]>>[Br:11][c:12]1[cH:13][c:14]([CH3:20])[c:15]([S:19][c:24]2[n:23][c:22]([Cl:21])[n:27][c:26]([CH3:28])[c:25]2[N+:29](=[O:30])[O-:31])[c:16]([CH3:18])[cH:17]1. The reactants are P(=O)(OCC)(OCC)Cl (diethyl chlorophosphate), C(C)N (ethylamine). Solvent: ClC(C)Cl (dichloroethane). Reaction conditions: time 30 minute. Yields the product C(C)NP(OCC)(OCC)=O (diethyl N-ethylphosphoramidate). Isolated yield 51.4%. As a reaction SMILES: [P:1](Cl)([O:6][CH2:7][CH3:8])([O:3][CH2:4][CH3:5])=[O:2].[CH2:10]([NH2:12])[CH3:11]>ClC(Cl)C>[CH2:10]([NH:12][P:1](=[O:2])([O:6][CH2:7][CH3:8])[O:3][CH2:4][CH3:5])[CH3:11]. Procedure: To a solution of 5.0 g (29.0 mmol) of diethyl chlorophosphate in 70 mL dichloroethane cooled on an ice bath was added 4.1 g (63.8 mmol) of ethylamine (70% aq). The mixture was allowed to stir at RT for 30 min and was then partitioned between ether and water. The organic layer was washed with brine, dried (MgSO4), and was filtered. The filtrate was evaporated in vacuo and the residue was kugelrohr distilled (0.8 torr, 90° C.) to yield 2.7 g (52%) of diethyl N-ethylphosphoramidate as a colorless o... The reactants are [H][H] (hydrogen), CC(C)([O-])C.[K+] (potassium tert-butoxide), C1(=CN2CCCC3=CC=CC1=C23)C=2C(NC(C2C2=CNC3=CC=CC=C23)=O)=O (3-(5,6-dihydro-4H-pyrrolo[3,2,1-ij]quinolin-1-yl)-4-(1H-indol-3-yl)pyrrole-2,5-dione), C1(=CN2CCCC3=CC=CC1=C23)C=2C(NC(C2C2=CNC3=CC=CC=C23)=O)=O (3-(5,6-dihydro-4H-pyrrolo[3,2,1-ij]quinolin-1-yl)-4-(1H-indol-3-yl)pyrrole-2,5-dione). The reagents and catalysts are [OH-].[Pd+2].[OH-] (Palladium hydroxide). The solvent is C1CCOC1 (THF), C1CCOC1 (THF), C1CCOC1 (THF). Reaction conditions: temperature 50 celsius. The product is C1(=CN2CCCC3=CC=CC1=C23)[C@@H]2C(NC([C@@H]2C2=CNC3=CC=CC=C23)=O)=O ((±)-cis-3-(5,6-dihydro-4H-pyrrolo[3,2,1-ij]quinolin-1-yl)-4-(1H-indol-3-yl)pyrrolidine-2,5-dione). Reaction SMILES: [H][H].[C:3]1([C:15]2[C:16](=[O:30])[NH:17][C:18](=[O:29])[C:19]=2[C:20]2[C:28]3[C:23](=[CH:24][CH:25]=[CH:26][CH:27]=3)[NH:22][CH:21]=2)[C:13]2=[C:14]3[C:9](=[CH:10][CH:11]=[CH:12]2)[CH2:8][CH2:7][CH2:6][N:5]3[CH:4]=1.CC(C)([O-])C.[K+]>[OH-].[Pd+2].[OH-].C1COCC1>[C:3]1([C@H:15]2[C@@H:19]([C:20]3[C:28]4[C:23](=[CH:24][CH:25]=[CH:26][CH:27]=4)[NH:22][CH:21]=3)[C:18](=[O:29])[NH:17][C:16]2=[O:30])[C:13]2=[C:14]3[C:9](=[CH:10][CH:11]=[CH:12]2)[CH2:8][CH2:7][CH2:6][N:5]3[CH:4]=1 |f:2.3,4.5.6|. Procedure: Palladium hydroxide (20 wt % Pd on carbon, 11.5 kg) was charged to a properly prepared reaction vessel. THF (340 kg) was added to produce a slurry, and the catalyst was prereduced with hydrogen (50-75 psi). Compound 6 (115 kg) was charged to an empty vessel followed by THF (353 kg). The resulting mixture was stirred until dissolution was complete. The solution of Compound 6 was then transferred to the slurry of the catalyst. A solution of potassium tert-butoxide (1.6 M in THF, 36 kg) was charged...